From a dataset of the Open Reaction Database (ORD), a public repository of structured organic reaction records. describe an organic reaction: reactants, conditions, products, and yield Starting materials: C=CCc1ccccc1O, ClCCl, O=C(OO)c1cccc(Cl)c1. Product: OCC1Cc2ccccc2O1. Reaction SMILES: [CH2:12]([CH:13]=[CH2:14])[c:15]1[c:16]([OH:21])[cH:17][cH:18][cH:19][cH:20]1.[Cl:22][CH2:23][Cl:24].[OH:1][O:2][C:3]([c:4]1[cH:5][c:6]([Cl:7])[cH:8][cH:9][cH:10]1)=[O:11]>>[OH:1][CH2:14][CH:13]1[CH2:12][c:15]2[c:16]([cH:17][cH:18][cH:19][cH:20]2)[O:21]1. Reactants: IC=1C=CC(=NC1)NC(=N)NCC1=C(C=CC=C1)OC (N-(5-iodopyridin-2-yl)-N′-(2-methoxybenzyl)guanidine), S1C(=CC=C1)OB(O)O (2-thienylboric acid), C([O-])([O-])=O.[Na+].[Na+] (sodium carbonate). Reagents/catalysts: [Pd].C1(=CC=CC=C1)P(C1=CC=CC=C1)C1=CC=CC=C1.C1(=CC=CC=C1)P(C1=CC=CC=C1)C1=CC=CC=C1.C1(=CC=CC=C1)P(C1=CC=CC=C1)C1=CC=CC=C1.C1(=CC=CC=C1)P(C1=CC=CC=C1)C1=CC=CC=C1 (tetrakis-(triphenylphosphine)-palladium(0)). Conditions: temperature 120 celsius. The product is COC1=C(CNC(=N)NC2=NC=C(C=C2)C=2SC=CC2)C=CC=C1 (N-(2-methoxybenzyl)-N′-[5-(2-thienyl)pyridin-2-yl]guanidine). Isolated yield 22.1%. Reaction SMILES: I[C:2]1[CH:3]=[CH:4][C:5]([NH:8][C:9]([NH:11][CH2:12][C:13]2[CH:18]=[CH:17][CH:16]=[CH:15][C:14]=2[O:19][CH3:20])=[NH:10])=[N:6][CH:7]=1.[S:21]1[CH:25]=[CH:24][CH:23]=[C:22]1OB(O)O.C(=O)([O-])[O-].[Na+].[Na+]>[Pd].C1(P(C2C=CC=CC=2)C2C=CC=CC=2)C=CC=CC=1.C1(P(C2C=CC=CC=2)C2C=CC=CC=2)C=CC=CC=1.C1(P(C2C=CC=CC=2)C2C=CC=CC=2)C=CC=CC=1.C1(P(C2C=CC=CC=2)C2C=CC=CC=2)C=CC=CC=1>[CH3:20][O:19][C:14]1[CH:15]=[CH:16][CH:17]=[CH:18][C:13]=1[CH2:12][NH:11][C:9]([NH:8][C:5]1[CH:4]=[CH:3][C:2]([C:22]2[S:21][CH:25]=[CH:24][CH:23]=2)=[CH:7][N:6]=1)=[NH:10] |f:2.3.4,5.6.7.8.9|. Reported procedure: The preparation was carried out analogously to Example 86, using 0.125 g (0.308 mmol) N-(5-iodopyridin-2-yl)-N′-(2-methoxybenzyl)guanidine, 0.055 g (0.431 mmol) 2-thienylboric acid, 0.098 g (0.925 mmol) sodium carbonate, and 0.018 g (0.015 mmol) tetrakis-(triphenylphosphine)-palladium(0). The mixture was likewise heated for 60 min at 120° C. in a CEM microwave (200 watts). After filtration and purification via preparative HPLC, 23 mg N-(2-methoxybenzyl)-N′-[5-(2-thienyl)pyridin-2-yl]guanidine wa... Solvent: CC(=O)C (acetone). The yield is 59.3%. Reactants: C([O-])([O-])=O.[K+].[K+] (potassium carbonate), C(C)OC(CCCOC1=C(C(=C(C=C1)C(C)=O)O)CCC)=O (4-(4-acetyl-3-hydroxy-2-propylphenoxy)butanoic acid ethyl ester), BrCCOCCOCCOCCBr (1,11-dibromo-3,6,9-trioxaundecane), C([O-])([O-])=O.[K+].[K+] (potassium carbonate). Reaction SMILES: [CH2:1]([O:3][C:4](=[O:22])[CH2:5][CH2:6][CH2:7][O:8][C:9]1[CH:14]=[CH:13][C:12]([C:15](=[O:17])[CH3:16])=[C:11]([OH:18])[C:10]=1[CH2:19][CH2:20][CH3:21])[CH3:2].[Br:23][CH2:24][CH2:25][O:26][CH2:27][CH2:28][O:29][CH2:30][CH2:31][O:32][CH2:33][CH2:34]Br.C(=O)([O-])[O-].[K+].[K+]>CC(C)=O>[CH2:1]([O:3][C:4](=[O:22])[CH2:5][CH2:6][CH2:7][O:8][C:9]1[CH:14]=[CH:13][C:12]([C:15](=[O:17])[CH3:16])=[C:11]([O:18][CH2:34][CH2:33][O:32][CH2:31][CH2:30][O:29][CH2:28][CH2:27][O:26][CH2:25][CH2:24][Br:23])[C:10]=1[CH2:19][CH2:20][CH3:21])[CH3:2] |f:2.3.4|. Procedure: A mixture of 3.08 g of 4-(4-acetyl-3-hydroxy-2-propylphenoxy)butanoic acid ethyl ester, 16.0 g of 1,11-dibromo-3,6,9-trioxaundecane and 2.8 g of anhydrous potassium carbonate in 75 ml of anhydrous acetone was stirred at reflux for 5 days. During this period, 1.0 g portions of potassium carbonate were added after 18 hours and after 25 hours. The reaction mixture was filtered and the filtrate was concentrated in vacuo to an oil (20 g) which was chromatographed on 200 g of silica gel using 10% ethy... The product is C(C)OC(CCCOC1=C(C(=C(C=C1)C(C)=O)OCCOCCOCCOCCBr)CCC)=O (4-[4-acetyl-3-[2-[2-[2-(2-bromoethoxy)ethoxy]ethoxy]ethoxy]-2-propylphenoxy]butanoic acid ethyl ester). The reactants are C(C)(C)(C)OC(=O)NCC(=O)NCC(C#CC1=CC=CC=C1)C1=CC(=C(C=C1)OC)OC1CCCC1 (4-t-butoxycarbonylaminomethylcarbonylamino-3-(3-cyclopentyloxy-4methoxyphenyl)-1-phenyl-1-butyne), FC(C(=O)O)(F)F (trifluoroacetic acid). Solvent: C(Cl)Cl (CH2Cl2). Run at time 1 hour. Product: NCC(=O)NCC(C#CC1=CC=CC=C1)C1=CC(=C(C=C1)OC)OC1CCCC1 (4-aminomethylcarbonylamino-3-(3-cyclopentyloxy-4-methoxyphenyl)-1-phenyl-1-butyne). As a reaction SMILES: C(OC([NH:8][CH2:9][C:10]([NH:12][CH2:13][CH:14]([C:23]1[CH:28]=[CH:27][C:26]([O:29][CH3:30])=[C:25]([O:31][CH:32]2[CH2:36][CH2:35][CH2:34][CH2:33]2)[CH:24]=1)[C:15]#[C:16][C:17]1[CH:22]=[CH:21][CH:20]=[CH:19][CH:18]=1)=[O:11])=O)(C)(C)C.FC(F)(F)C(O)=O>C(Cl)Cl>[NH2:8][CH2:9][C:10]([NH:12][CH2:13][CH:14]([C:23]1[CH:28]=[CH:27][C:26]([O:29][CH3:30])=[C:25]([O:31][CH:32]2[CH2:36][CH2:35][CH2:34][CH2:33]2)[CH:24]=1)[C:15]#[C:16][C:17]1[CH:22]=[CH:21][CH:20]=[CH:19][CH:18]=1)=[O:11]. Procedure: A solution of 4-t-butoxycarbonylaminomethylcarbonylamino-3-(3-cyclopentyloxy-4methoxyphenyl)-1-phenyl-1-butyne (290 mg, 0.59 mmol) in CH2Cl2 (5 ml) at 0° was treated with trifluoroacetic acid (4 ml). After 1 hr, all the solvents were evaporated. The residue was partitioned between H2O and Et2O, basified with aqueous NaOH, and the Et2O layer seperated, dried, and the solvent evaporated, and gave 4-aminomethylcarbonylamino-3-(3-cyclopentyloxy-4-methoxyphenyl)-1-phenyl-1-butyne, 200 mg (86%). The s... The reactants are OC1=C(C=C(C=C1)CCOC(C=C)=O)N1N=C2C(=N1)C=CC=C2 (2-(2′-hydroxy-5′-acryloyloxyethylphenyl)-2H-benzotriazole), C[O-].[Na+].CO (sodium methylate•methanol). Run in C=1(C(=CC=CC1)C)C (xylene). The product is N=1N(N=C2C1C=CC=C2)C2=CC(=CC(=C2O)CC2=C(C(=CC(=C2)C)N2N=C1C(=N2)C=CC=C1)O)CCOC(C=C)=O (6-(2H-benzotriazol-2-yl)-4-acryloyloxyethyl-2-[3′-(2H-benzotriazol-2-yl)-2′-hydroxy-5′-methylphenyl]methylphenol). Isolated yield 69.1%. As a reaction SMILES: O[C:2]1[CH:7]=[CH:6][C:5]([CH2:8][CH2:9][O:10][C:11](=[O:14])[CH:12]=[CH2:13])=[CH:4][C:3]=1[N:15]1[N:19]=[C:18]2[CH:20]=[CH:21][CH:22]=[CH:23][C:17]2=[N:16]1.[CH3:24][O-:25].[Na+].[CH3:27][OH:28]>C1(C)C(C)=CC=CC=1>[N:19]1[N:15]([C:3]2[C:24]([OH:25])=[C:7]([CH2:2][C:7]3[CH:6]=[C:5]([CH3:8])[CH:4]=[C:3]([N:15]4[N:16]=[C:17]5[CH:23]=[CH:22][CH:21]=[CH:20][C:18]5=[N:19]4)[C:27]=3[OH:28])[CH:6]=[C:5]([CH2:8][CH2:9][O:10][C:11](=[O:14])[CH:12]=[CH2:13])[CH:4]=2)[N:16]=[C:17]2[CH:23]=[CH:22][CH:21]=[CH:20][C:18]=12 |f:1.2.3|. Procedure: Ten grams (30.9 mmols) of crude 2-(3′-N,N-diethylaminomethyl-2′-hydroxy-5′-methylphenyl)-2H-benzotriazole obtained following the procedures of Synthesis Example 1 and 9.57 g (30.9 mmols) of 2-(2′-hydroxy-5′-acryloyloxyethylphenyl)-2H-benzotriazole were dissolved in 64 ml of xylene, and 1.5 ml of a 28% sodium methylate•methanol solution were added thereto. The mixture was then refluxed in a nitrogen stream for 10 hours. After the completion of the reaction, the reaction mixture was cooled to room... Reported procedure: Trimethylsilylazide (730 mg, 6.4 mmol) and 2-((4-(2-(pyridin-4-yl)ethynyl)phenoxy)methyl)quinoline (360 mg) were combined in a screw cap sealed tube and heated behind a safety shield in a 150° C. bath for 72 h. The mixture was concentrated and the yellow residue triturated with ether (2×10 mL) leaving a yellow solid (346 mg) which was chromatographed on silica eluted with a gradient of 0.5%-2% methanol in dichloromethane giving a yellow solid (210 mg,52%). 1H NMR (CDCl3 with a drop of CD3OD, 400... RXN SMILES: C[Si]([N:5]=[N+:6]=[N-:7])(C)C.[N:8]1[CH:13]=[CH:12][C:11]([C:14]#[C:15][C:16]2[CH:33]=[CH:32][C:19]([O:20][CH2:21][C:22]3[CH:31]=[CH:30][C:29]4[C:24](=[CH:25][CH:26]=[CH:27][CH:28]=4)[N:23]=3)=[CH:18][CH:17]=2)=[CH:10][CH:9]=1>>[N:8]1[CH:9]=[CH:10][C:11]([C:14]2[NH:7][N:6]=[N:5][C:15]=2[C:16]2[CH:17]=[CH:18][C:19]([O:20][CH2:21][C:22]3[CH:31]=[CH:30][C:29]4[C:24](=[CH:25][CH:26]=[CH:27][CH:28]=4)[N:23]=3)=[CH:32][CH:33]=2)=[CH:12][CH:13]=1. Reaction conditions: temperature 150 celsius. Isolated yield 85.2%. The reactants are C[Si](C)(C)N=[N+]=[N-] (Trimethylsilylazide), N1=CC=C(C=C1)C#CC1=CC=C(OCC2=NC3=CC=CC=C3C=C2)C=C1 (2-((4-(2-(pyridin-4-yl)ethynyl)phenoxy)methyl)quinoline). Product: N1=CC=C(C=C1)C1=C(N=NN1)C1=CC=C(OCC2=NC3=CC=CC=C3C=C2)C=C1 (2-((4-(5-(pyridin-4-yl)-1,2,3-triazol-4-yl)phenoxy)methyl)quinoline). The reactants are CCOC(=O)c1c(C)n(COCC[Si](C)(C)C)c2ncc(-c3cc(OC)c(OC)c(OC)c3)nc12, C1CCOC1, Cl, [Na+], [OH-]. Product: COc1cc(-c2cnc3c(n2)c(C(=O)O)c(C)n3COCC[Si](C)(C)C)cc(OC)c1OC. As a reaction SMILES: [CH2:1]([CH3:2])[O:3][C:4](=[O:5])[c:6]1[c:7]([CH3:35])[n:8]([CH2:27][O:28][CH2:29][CH2:30][Si:31]([CH3:32])([CH3:33])[CH3:34])[c:9]2[n:10][cH:11][c:12](-[c:15]3[cH:16][c:17]([O:25][CH3:26])[c:18]([O:23][CH3:24])[c:19]([O:21][CH3:22])[cH:20]3)[n:13][c:14]12.[CH2:39]1[O:40][CH2:41][CH2:42][CH2:43]1.[ClH:38].[Na+:37].[OH-:36]>>[O:3]=[C:4]([OH:5])[c:6]1[c:7]([CH3:35])[n:8]([CH2:27][O:28][CH2:29][CH2:30][Si:31]([CH3:32])([CH3:33])[CH3:34])[c:9]2[n:10][cH:11][c:12](-[c:15]3[cH:16][c:17]([O:25][CH3:26])[c:18]([O:23][CH3:24])[c:19]([O:21][CH3:22])[cH:20]3)[n:13][c:14]12.